Dataset: the Open Reaction Database (ORD), a public repository of structured organic reaction records. Task: describe an organic reaction: reactants, conditions, products, and yield Starting materials: C(C)(=O)OCC.Cl (hydrogen chloride-ehtyl acetate), C(C)OC(=O)[C@H](CCCCCCCN1C(C=2C(C1=O)=CC=CC2)=O)N[C@H]2COC1=C(N(C2=O)CC(=O)OC(C)(C)C)C=CC=C1 (tert-butyl 3(S)-[1(S)-ethoxycarbonyl-8-phthalimidooctyl]amino-4-oxo-2,3,4,5-tetrahydro-1,5-benzoxazepine-5-acetate). Run in petroleum ether. Run at time 3 hour. The product is Cl.C(C)OC(=O)[C@H](CCCCCCCN1C(C=2C(C1=O)=CC=CC2)=O)N[C@H]2COC1=C(N(C2=O)CC(=O)O)C=CC=C1 (3(S)-[1(S)-ethoxycarbonyl-8-phthalimidooctyl]amino-4-oxo-2,3,4,5-tetrahydro-1,5-benzoxazepine-5-acetic acid.hydrochloride). RXN SMILES: C(OCC)(=O)C.[ClH:7].[CH2:8]([O:10][C:11]([C@@H:13]([NH:32][C@@H:33]1[C:39](=[O:40])[N:38]([CH2:41][C:42]([O:44]C(C)(C)C)=[O:43])[C:37]2[CH:49]=[CH:50][CH:51]=[CH:52][C:36]=2[O:35][CH2:34]1)[CH2:14][CH2:15][CH2:16][CH2:17][CH2:18][CH2:19][CH2:20][N:21]1[C:25](=[O:26])[C:24]2=[CH:27][CH:28]=[CH:29][CH:30]=[C:23]2[C:22]1=[O:31])=[O:12])[CH3:9]>>[ClH:7].[CH2:8]([O:10][C:11]([C@@H:13]([NH:32][C@@H:33]1[C:39](=[O:40])[N:38]([CH2:41][C:42]([OH:44])=[O:43])[C:37]2[CH:49]=[CH:50][CH:51]=[CH:52][C:36]=2[O:35][CH2:34]1)[CH2:14][CH2:15][CH2:16][CH2:17][CH2:18][CH2:19][CH2:20][N:21]1[C:25](=[O:26])[C:24]2=[CH:27][CH:28]=[CH:29][CH:30]=[C:23]2[C:22]1=[O:31])=[O:12])[CH3:9] |f:0.1,3.4|. Procedure details: A mixture of 5N hydrogen chloride-ehtyl acetate solution (5 ml) and tert-butyl 3(S)-[1(S)-ethoxycarbonyl-8-phthalimidooctyl]amino-4-oxo-2,3,4,5-tetrahydro-1,5-benzoxazepine-5-acetate (0.1 g) is allowed to stand at room temperature for 3 hours. The mixture is diluted with petroleum ether (80 ml) to precipitate colorless powder, which is collected and dried in vacuo to give 3(S)-[1(S)-ethoxycarbonyl-8-phthalimidooctyl]amino-4-oxo-2,3,4,5-tetrahydro-1,5-benzoxazepine-5-acetic acid.hydrochloride (0.... Reactants: CON, Cl, Cc1c(O)cc2c(c1C)OCC1(CC1)C2=O, c1ccncc1. Product: CON=C1c2cc(O)c(C)c(C)c2OCC12CC2. Reaction SMILES: [CH3:18][O:19][NH2:20].[ClH:17].[OH:1][c:2]1[cH:3][c:4]2[c:9]([c:10]([CH3:13])[c:11]1[CH3:12])[O:8][CH2:7][C:6]1([C:5]2=[O:16])[CH2:14][CH2:15]1.[cH:21]1[cH:22][cH:23][n:24][cH:25][cH:26]1>>[OH:1][c:2]1[cH:3][c:4]2[c:9]([c:10]([CH3:13])[c:11]1[CH3:12])[O:8][CH2:7][C:6]1([C:5]2=[N:20][O:19][CH3:18])[CH2:14][CH2:15]1. Reactants: O=C(Cl)CBr, CC(C)(C)OC(=O)NC(CN)Cc1c[nH]c2ccccc12, O=C([O-])[O-], CN(C)C=O, ClCCl, [K+], [K+], O. Yields the product CC(C)(C)OC(=O)NC(CNC(=O)CBr)Cc1c[nH]c2ccccc12. As a reaction SMILES: [Br:31][CH2:32][C:33](=[O:34])[Cl:35].[C:1]([CH3:2])([CH3:3])([CH3:4])[O:5][C:6](=[O:7])[NH:8][CH:9]([CH2:10][NH2:11])[CH2:12][c:13]1[cH:14][nH:15][c:16]2[cH:17][cH:18][cH:19][cH:20][c:21]12.[C:25](=[O:26])([O-:27])[O-:28].[CH3:37][N:38]([CH3:39])[CH:40]=[O:41].[Cl:22][CH2:23][Cl:24].[K+:29].[K+:30].[OH2:36]>>[C:1]([CH3:2])([CH3:3])([CH3:4])[O:5][C:6](=[O:7])[NH:8][CH:9]([CH2:10][NH:11][C:33]([CH2:32][Br:31])=[O:34])[CH2:12][c:13]1[cH:14][nH:15][c:16]2[cH:17][cH:18][cH:19][cH:20][c:21]12. The reactants are CC(=O)O, COc1cc2c(cc1OC)CC(=O)NC=C2. The product is COc1cc2c(cc1OC)CC(=O)NCC2. RXN SMILES: [CH3:17][C:18](=[O:19])[OH:20].[CH3:1][O:2][c:3]1[cH:4][c:5]2[c:6]([cH:13][c:14]1[O:15][CH3:16])[CH2:7][C:8](=[O:12])[NH:9][CH:10]=[CH:11]2>>[CH3:1][O:2][c:3]1[cH:4][c:5]2[c:6]([cH:13][c:14]1[O:15][CH3:16])[CH2:7][C:8](=[O:12])[NH:9][CH2:10][CH2:11]2. The reactants are COc1ccc(C2=NN(C3CCNCC3)C(=O)C2(C)C)cc1OC, ClCCl, Cl, COCOc1ccc(F)c(C(=O)O)c1, On1nnc2ccccc21. The product is COCOc1ccc(F)c(C(=O)N2CCC(N3N=C(c4ccc(OC)c(OC)c4)C(C)(C)C3=O)CC2)c1. As a reaction SMILES: [CH3:2][O:3][c:4]1[cH:5][c:6]([C:12]2=[N:16][N:15]([CH:17]3[CH2:18][CH2:19][NH:20][CH2:21][CH2:22]3)[C:14](=[O:23])[C:13]2([CH3:24])[CH3:25])[cH:7][cH:8][c:9]1[O:10][CH3:11].[Cl:50][CH2:51][Cl:52].[ClH:1].[F:26][c:27]1[c:28]([C:29](=[O:30])[OH:31])[cH:32][c:33]([O:36][CH2:37][O:38][CH3:39])[cH:34][cH:35]1.[OH:40][n:41]1[c:42]2[c:43]([cH:44][cH:45][cH:46][cH:47]2)[n:48][n:49]1>>[CH3:2][O:3][c:4]1[cH:5][c:6]([C:12]2=[N:16][N:15]([CH:17]3[CH2:18][CH2:19][N:20]([C:29]([c:28]4[c:27]([F:26])[cH:35][cH:34][c:33]([O:36][CH2:37][O:38][CH3:39])[cH:32]4)=[O:30])[CH2:21][CH2:22]3)[C:14](=[O:23])[C:13]2([CH3:24])[CH3:25])[cH:7][cH:8][c:9]1[O:10][CH3:11]. The reactants are NC1=NC=NC(=C1C=O)C (4-Amino-6-methylpyrimidine-5-carboxaldehyde), ClC1=C(C(=CC=C1)Cl)CC#N (2,6-dichlorophenylacetonitrile). The product is ClC1=C(C(=CC=C1)Cl)C1=CC2=C(N=CN=C2C)N=C1N (6-(2,6-dichlorophenyl)-4-methylpyrido[2,3-d]pyrimidin-7-amine). Reaction SMILES: [NH2:1][C:2]1[C:7]([CH:8]=O)=[C:6]([CH3:10])[N:5]=[CH:4][N:3]=1.[Cl:11][C:12]1[CH:17]=[CH:16][CH:15]=[C:14]([Cl:18])[C:13]=1[CH2:19][C:20]#[N:21]>>[Cl:11][C:12]1[CH:17]=[CH:16][CH:15]=[C:14]([Cl:18])[C:13]=1[C:19]1[C:20]([NH2:21])=[N:1][C:2]2[N:3]=[CH:4][N:5]=[C:6]([CH3:10])[C:7]=2[CH:8]=1. Reported procedure: 4-Amino-6-methylpyrimidine-5-carboxaldehyde is then condensed with 2,6-dichlorophenylacetonitrile. The crude product is isolated by concentrating the reaction mixture to dryness and partitioning the residue between chloroform and water. Drying and concentration of the organic layer gives a residue which is chromatographed on silica gel. The product is eluted with 1/99 mixture of methanol/chloroform and recrystallized from ethanol to give pure 6-(2,6-dichlorophenyl)-4-methylpyrido[2,3-d]pyrimidin... Reactants: C(C)OC(=O)C1=C(C2=C(C(=N1)Br)N=C(S2)C2=CC=CC=C2)O (4-bromo-7-hydroxy-2-phenyl-thiazolo[4,5-c]pyridine-6-carboxylic acid ethyl ester), C[Sn](C)(C)C (tetramethyltin). Reagents/catalysts: Cl[Pd]([P](C1=CC=CC=C1)(C2=CC=CC=C2)C3=CC=CC=C3)([P](C4=CC=CC=C4)(C5=CC=CC=C5)C6=CC=CC=C6)Cl (bis(triphenylphosphine)palladium(II) dichloride). The solvent is CN(C=O)C (dimethylformamide). Run at temperature 130 celsius, time 30 minute. Product: C(C)OC(=O)C1=C(C2=C(C(=N1)C)N=C(S2)C2=CC=CC=C2)O (7-Hydroxy-4-methyl-2-phenyl-thiazolo[4,5-c]pyridine-6-carboxylic acid ethyl ester). Yield: 86.7%. Reaction SMILES: [CH2:1]([O:3][C:4]([C:6]1[N:11]=[C:10](Br)[C:9]2[N:13]=[C:14]([C:16]3[CH:21]=[CH:20][CH:19]=[CH:18][CH:17]=3)[S:15][C:8]=2[C:7]=1[OH:22])=[O:5])[CH3:2].[CH3:23][Sn](C)(C)C>CN(C)C=O.Cl[Pd](Cl)([P](C1C=CC=CC=1)(C1C=CC=CC=1)C1C=CC=CC=1)[P](C1C=CC=CC=1)(C1C=CC=CC=1)C1C=CC=CC=1>[CH2:1]([O:3][C:4]([C:6]1[N:11]=[C:10]([CH3:23])[C:9]2[N:13]=[C:14]([C:16]3[CH:21]=[CH:20][CH:19]=[CH:18][CH:17]=3)[S:15][C:8]=2[C:7]=1[OH:22])=[O:5])[CH3:2] |^1:35,54|. Procedure: A mixture of 4-bromo-7-hydroxy-2-phenyl-thiazolo[4,5-c]pyridine-6-carboxylic acid ethyl ester (301 mg, 0.80 mmol), tetramethyltin (442 μL, 3.18 mmol) and bis(triphenylphosphine)palladium(II) dichloride (56 mg, 0.08 mmol) in dimethylformamide (5 mL) was stirred at 130° C. for 30 min before it was cooled to room temperature, quenched with water, filtered. The filtrate was partitioned between ethyl acetate and water. The organic layer was washed with brine, dried over anhydrous sodium sulfate and c... The reactants are FC(C=1C=C(C=C(C1)C(F)(F)F)[C@@H](C)O[C@@H]1[C@H]([C@H]2[C@@H](CN(C2)C2=CC(CC2)=O)CO1)C1=CC=C(C=C1)F)(F)F (3-[(3aS,6R,7R,7aR)-6-{(1R)-1-[3,5-Bis(trifluoromethyl)phenyl]ethoxy}-7-(4-fluorophenyl)hexahydropyrano[3,4-c]pyrrol-2(3H)-yl]cyclopent-2-en-1-one), solution, [Li+].CC(C)[N-]C(C)C (LDA), C1CCOC1 (THF). Reaction conditions: temperature -78 celsius, time 1 hour. The product is FC(C=1C=C(C=C(C1)C(F)(F)F)[C@@H](C)O[C@@H]1[C@H]([C@H]2[C@@H](CN(C2)C2=CC(C(C2)O)=O)CO1)C1=CC=C(C=C1)F)(F)F (3-[(3aS,6R,7R,7aR)-6-{(1R)-1-[3,5-Bis(trifluoromethyl)phenyl]ethoxy}-7-(4-fluorophenyl)hexahydropyrano[3,4-c]pyrrol-2(3H)-yl]-5-hydroxycyclopent-2-en-1-one). As a reaction SMILES: [F:1][C:2]([F:39])([F:38])[C:3]1[CH:4]=[C:5]([C@H:13]([O:15][C@H:16]2[O:30][CH2:29][C@@H:19]3[CH2:20][N:21]([C:23]4[CH2:27][CH2:26][C:25](=[O:28])[CH:24]=4)[CH2:22][C@H:18]3[C@@H:17]2[C:31]2[CH:36]=[CH:35][C:34]([F:37])=[CH:33][CH:32]=2)[CH3:14])[CH:6]=[C:7]([C:9]([F:12])([F:11])[F:10])[CH:8]=1.[Li+].CC([N-]C(C)C)C.C1C[O:51]CC1>>[F:39][C:2]([F:1])([F:38])[C:3]1[CH:4]=[C:5]([C@H:13]([O:15][C@H:16]2[O:30][CH2:29][C@@H:19]3[CH2:20][N:21]([C:23]4[CH2:27][CH:26]([OH:51])[C:25](=[O:28])[CH:24]=4)[CH2:22][C@H:18]3[C@@H:17]2[C:31]2[CH:36]=[CH:35][C:34]([F:37])=[CH:33][CH:32]=2)[CH3:14])[CH:6]=[C:7]([C:9]([F:10])([F:11])[F:12])[CH:8]=1 |f:1.2|. Reported procedure: To a solution of 20 mg (0.0359 mmol) of 3-[(3aS,6R,7R,7aR)-6-{(1R)-1-[3,5-bis(trifluoromethyl)phenyl]ethoxy}-7-(4-fluorophenyl)hexahydropyrano[3,4-c]pyrrol-2(3H)-yl]cyclopent-2-en-1-one (example 3) and 19 mg (0.0430 mmol) MoOPH in 1.0 mL dry THF under nitrogen atmosphere at −78° C. was added 0.045 mL (0.15 mmol) of 2.0 M solution of LDA. The resulting mixture was stirred at −78° C. for 1 hr then quenched by the addition of sat. aq. Na2S2O3. The mixture was extracted with EtOAc. The combined orga... Reactants: CCOC(=O)C(C)Br, O=C([O-])[O-], CCC(C)=O, [K+], [K+], O, O=[N+]([O-])c1ccc(O)cc1. Product: CCOC(=O)C(C)Oc1ccc([N+](=O)[O-])cc1. RXN SMILES: [Br:11][CH:12]([C:13](=[O:14])[O:15][CH2:16][CH3:17])[CH3:18].[C:19](=[O:20])([O-:21])[O-:22].[CH3:25][C:26](=[O:27])[CH2:28][CH3:29].[K+:23].[K+:24].[OH2:30].[OH:1][c:2]1[cH:3][cH:4][c:5]([N+:8]([O-:9])=[O:10])[cH:6][cH:7]1>>[O:1]([c:2]1[cH:3][cH:4][c:5]([N+:8]([O-:9])=[O:10])[cH:6][cH:7]1)[CH:12]([C:13](=[O:14])[O:15][CH2:16][CH3:17])[CH3:18].